This data is from the Open Reaction Database (ORD), a public repository of structured organic reaction records. The task is: describe an organic reaction: reactants, conditions, products, and yield Starting materials: C1(CC1)N (cyclopropylamine), C(=O)(Cl)Cl (Phosgene), O1CCC2=C1C=CC=C2N2C[C@@H](CC2)N ((R)-N-(2,3-dihydrobenzofuran-4-yl)-3-(amino)pyrrolidine), N1=CC=CC=C1 (pyridine). Solvent: C1CCOC1 (THF). Conditions: time 20 minute. Product: O1CCC2=C1C=CC=C2N2C[C@@H](CC2)NC(=O)NC2CC2 ((R)-N-[N-(2,3-Dihydrobenzofuran-4-yl)-Pyrrolidin-3-yl]-N′-Cylopropyl Urea). Isolated yield 77.0%. As a reaction SMILES: [C:1](Cl)(Cl)=[O:2].[O:5]1[C:9]2[CH:10]=[CH:11][CH:12]=[C:13]([N:14]3[CH2:18][CH2:17][C@@H:16]([NH2:19])[CH2:15]3)[C:8]=2[CH2:7][CH2:6]1.[N:20]1[CH:25]=[CH:24][CH:23]=CC=1.C1(N)CC1>C1COCC1>[O:5]1[C:9]2[CH:10]=[CH:11][CH:12]=[C:13]([N:14]3[CH2:18][CH2:17][C@@H:16]([NH:19][C:1]([NH:20][CH:25]4[CH2:23][CH2:24]4)=[O:2])[CH2:15]3)[C:8]=2[CH2:7][CH2:6]1. Procedure details: Phosgene (1 mL, 20% in toluene) was added to a solution of (R)-N-(2,3-dihydrobenzofuran-4-yl)-3-(amino)pyrrolidine (102 mg) and pyridine (79 mg) in THF (5.6 mL) at 0° C. After stirring for 20 min, cyclopropylamine (228 mg) was added to the reaction and the reaction mixture was allowed to warm to room temperature. After stirring for 2 h, the reaction was quenched with water and THF was removed. The residue was purified by flash chromatography over silica gel (elution with 5% methanol in ethyl ace... Starting materials: ClC=1C2=C(N=CN1)C(=CS2)C (4-Chloro-7-methylthieno[3,2-d]pyrimidine), C1CC(=O)N(C1=O)Br (NBS), C(C1=CC=CC=C1)(=O)OOC(C1=CC=CC=C1)=O (benzoylperoxide). Procedure: 4-Chloro-7-methylthieno[3,2-d]pyrimidine (6.62 g, 33.0 mmol) and NBS (5.87 g, 33.0 mmol) were dissolved in CCl4 (100 mL) and benzoylperoxide (1.0 g, 80% purity) was added thereto. The reaction mixture was stirred at 100° C. for an hour, cooled to room temperature, filtered with Celite and concentrated to obtain the title compound having a yellow color without further purification. As a reaction SMILES: [Cl:1][C:2]1[C:3]2[S:10][CH:9]=[C:8]([CH3:11])[C:4]=2[N:5]=[CH:6][N:7]=1.C1C(=O)N([Br:19])C(=O)C1.C(OOC(=O)C1C=CC=CC=1)(=O)C1C=CC=CC=1>C(Cl)(Cl)(Cl)Cl>[Br:19][CH2:11][C:8]1[C:4]2[N:5]=[CH:6][N:7]=[C:2]([Cl:1])[C:3]=2[S:10][CH:9]=1. Product: BrCC1=CSC2=C1N=CN=C2Cl (7-(Bromomethyl)-4-chlorothieno[3,2-d]pyrimidine). Solvent: C(Cl)(Cl)(Cl)Cl (CCl4). Reaction conditions: temperature 100 celsius. The solvent is C(C)(=O)OCC (ethyl acetate), ClCCl.CO (dichloromethane MeOH), CCO (EtOH), C1CCOC1 (THF). Starting materials: [H-].[Na+] (NaH), O.C1(=CC=C(C=C1)S(=O)(=O)O)C (para-toluenesulfonic acid monohydrate), Cl (HCl), FC1=C(C=C(C=C1OCOC)F)CC#N ((2,5-difluoro-3-{[(methyloxy)methyl]oxy}phenyl)acetonitrile), C(C)(=O)N1C=NC=C1 (1-acetylimidazole), Cl.C(C)(C)(C)NN (tert-butylhydrazine hydrochloride). Product: NC1=C(C(=NN1C(C)(C)C)C)C=1C(=C(C=C(C1)F)O)F (3-[5-amino-1-(1,1-dimethylethyl)-3-methyl-1H-pyrazol-4-yl]-2,5-difluorophenol). Yield: 81.0%. Conditions: temperature 40 celsius, time 0.3 hour. Procedure details: To NaH (60 wt. % dispersion in oil; 0.09 g, 2.25 mmol) suspended in THF (4 mL) was added (2,5-difluoro-3-{[(methyloxy)methyl]oxy}phenyl)acetonitrile (0.240 g, 1.13 mmol) and then 1-acetylimidazole (0.186 g, 1.69 mmol). The mixture was stirred at 40° C. for 0.3 h. The mixture was cooled to room temperature, was acidified with 1 N HCl and ethyl acetate. The organic portion was washed with brine, dried over sodium sulfate, filtered and concentrated in vacuo to afford a yellow oil which was dissolve... RXN SMILES: [H-].[Na+].[F:3][C:4]1[C:9]([O:10]COC)=[CH:8][C:7]([F:14])=[CH:6][C:5]=1[CH2:15][C:16]#[N:17].[C:18](N1C=CN=C1)(=O)[CH3:19].Cl.O.C1(C)C=CC(S(O)(=O)=O)=CC=1.Cl.[C:40]([NH:44][NH2:45])([CH3:43])([CH3:42])[CH3:41]>C1COCC1.ClCCl.CO.CCO.C(OCC)(=O)C>[NH2:17][C:16]1[N:44]([C:40]([CH3:43])([CH3:42])[CH3:41])[N:45]=[C:18]([CH3:19])[C:15]=1[C:5]1[C:4]([F:3])=[C:9]([OH:10])[CH:8]=[C:7]([F:14])[CH:6]=1 |f:0.1,5.6,7.8,10.11|. Starting materials: COC(COC1=CC=C(C=C1)OCCCCCCCCCCCCCCCC)=O (4-Hexadecyloxyphenoxyacetic acid methyl ester), [OH-].[K+] (potassium hydroxide), Cl (hydrochloric acid), 50o. Run in O (water), C(C)O (ethyl alcohol). Product: C(CCCCCCCCCCCCCCC)OC1=CC=C(OCC(=O)O)C=C1 ([4-(Hexadecyloxy)phenoxy]acetic acid). Yield: 57.9%. Reaction SMILES: C[O:2][C:3](=[O:29])[CH2:4][O:5][C:6]1[CH:11]=[CH:10][C:9]([O:12][CH2:13][CH2:14][CH2:15][CH2:16][CH2:17][CH2:18][CH2:19][CH2:20][CH2:21][CH2:22][CH2:23][CH2:24][CH2:25][CH2:26][CH2:27][CH3:28])=[CH:8][CH:7]=1.[OH-].[K+].Cl>O.C(O)C>[CH2:13]([O:12][C:9]1[CH:8]=[CH:7][C:6]([O:5][CH2:4][C:3]([OH:29])=[O:2])=[CH:11][CH:10]=1)[CH2:14][CH2:15][CH2:16][CH2:17][CH2:18][CH2:19][CH2:20][CH2:21][CH2:22][CH2:23][CH2:24][CH2:25][CH2:26][CH2:27][CH3:28] |f:1.2|. Procedure: A mixture of 24.5 g of 4-Hexadecyloxyphenoxyacetic acid methyl ester 10.14 g of potassium hydroxide in 10 ml of water and 250 ml ethyl alcohol is refluxed for 3 hours then allowed to stand at 50o for 18 hours. The mixture is poured into dilute hydrochloric acid and extracted with chloroform. The organic layer is evaporated to a residue which is crystallized from hexane:carbon tetrachloride to give 13.7 g of the desired product as a white solid, m.p. 125°-127° C. Reactants: CC1=C(C=CC=C1)S(=O)(=O)C=1C=C(C(=CC1C)O)O (4-(2-methylphenylsulphonyl)-5-methyl-1,2-benzenediol), C([O-])([O-])=O.[K+].[K+] (potassium carbonate), BrC(C(=O)O)Br (dibromoacetic acid). The solvent is CN(C=O)C (dimethylformamide). The product is CC1=C(C=CC=C1)S(=O)(=O)C1=CC2=C(OC(O2)C(=O)O)C=C1C (5-(2-methylphenylsulphonyl)-6-methyl-1,3-benzodioxole-2-carboxylic acid). As a reaction SMILES: [CH3:1][C:2]1[CH:7]=[CH:6][CH:5]=[CH:4][C:3]=1[S:8]([C:11]1[CH:12]=[C:13]([OH:19])[C:14]([OH:18])=[CH:15][C:16]=1[CH3:17])(=[O:10])=[O:9].C(=O)([O-])[O-].[K+].[K+].Br[CH:27](Br)[C:28]([OH:30])=[O:29]>CN(C)C=O>[CH3:1][C:2]1[CH:7]=[CH:6][CH:5]=[CH:4][C:3]=1[S:8]([C:11]1[C:16]([CH3:17])=[CH:15][C:14]2[O:18][CH:27]([C:28]([OH:30])=[O:29])[O:19][C:13]=2[CH:12]=1)(=[O:10])=[O:9] |f:1.2.3|. Procedure details: 27.5 g (0.097 mol) of 4-(2-methylphenylsulphonyl)-5-methyl-1,2-benzenediol, 62.1 g (0.45 mol) of potassium carbonate and 32.7 g (0.145 mol) of dibromoacetic acid (97% strength) are reacted in 300 ml of dimethylformamide under an inert gas atmosphere in a manner analogous to that described in Example 27. After working up, purification by way of the ethyl ester and hydrolysis, in a manner entirely analogous to that described in Example 27, 5-(2-methylphenylsulphonyl)-6-methyl-1,3-benzodioxole-2-ca... Starting materials: C(CC)C1=CC(=C(C(=C1)F)C1=CC(=C(C(=C1)F)B(O)O)F)F (4'-propyl-2',6',3,5-tetrafluorobiphenyl-4-yl boronic acid), ClC1=NC=C(C=N1)Br (2-chloro-5-bromopyrimidine). Yields the product C(CC)C1=CC(=C(C(=C1)F)C1=CC(=C(C(=C1)F)C=1C=NC(=NC1)Cl)F)F (5-(4'-propyl-2',6',3,5-tetrafluorobiphenyl-4-yl)-2-chloropyrimidine). As a reaction SMILES: [CH2:1]([C:4]1[CH:9]=[C:8]([F:10])[C:7]([C:11]2[CH:16]=[C:15]([F:17])[C:14](B(O)O)=[C:13]([F:21])[CH:12]=2)=[C:6]([F:22])[CH:5]=1)[CH2:2][CH3:3].[Cl:23][C:24]1[N:29]=[CH:28][C:27](Br)=[CH:26][N:25]=1>>[CH2:1]([C:4]1[CH:9]=[C:8]([F:10])[C:7]([C:11]2[CH:16]=[C:15]([F:17])[C:14]([C:27]3[CH:26]=[N:25][C:24]([Cl:23])=[N:29][CH:28]=3)=[C:13]([F:21])[CH:12]=2)=[C:6]([F:22])[CH:5]=1)[CH2:2][CH3:3]. Reported procedure: 0.25 mol of 39A is coupled to 0.29 mol of 2-chloro-5-bromopyrimidine analogously to Example 1A. The product obtained in this way is processed further without purification. The reactants are C([O-])([O-])=O.[K+].[K+] (potassium carbonate), Cl.ClCC=1C(=NC(=NC1)C)N (5-chloromethyl-2-methyl-pyrimidin-4-ylamine hydrochloride), Cl.Cl.C1(=C(C=CC=C1)N1CCNCC1)C (1-o-tolyl-piperazine dihydrochloride), C([O-])([O-])=O.[K+].[K+] (potassium carbonate). The solvent is CN(C=O)C (dimethylformamide), CN(C=O)C (dimethyl-formamide). Run at time 0.5 hour. Product: CC1=NC=C(C(=N1)N)CN1CCN(CC1)C1=C(C=CC=C1)C (2-methyl-5-(4-o-tolyl-piperazin-1-ylmethyl)-pyrimidin-4-ylamine). Isolated yield 21.0%. As a reaction SMILES: Cl.Cl[CH2:3][C:4]1[C:5]([NH2:11])=[N:6][C:7]([CH3:10])=[N:8][CH:9]=1.C(=O)([O-])[O-].[K+].[K+].Cl.Cl.[C:20]1([CH3:32])[CH:25]=[CH:24][CH:23]=[CH:22][C:21]=1[N:26]1[CH2:31][CH2:30][NH:29][CH2:28][CH2:27]1>CN(C)C=O>[CH3:10][C:7]1[N:6]=[C:5]([NH2:11])[C:4]([CH2:3][N:29]2[CH2:30][CH2:31][N:26]([C:21]3[CH:22]=[CH:23][CH:24]=[CH:25][C:20]=3[CH3:32])[CH2:27][CH2:28]2)=[CH:9][N:8]=1 |f:0.1,2.3.4,5.6.7|. Procedure details: A suspension of 7.7 g (0.040 mol) of 5-chloromethyl-2-methyl-pyrimidin-4-ylamine hydrochloride in 6 ml of dimethyl-formamide was treated with 15 g (0.11 mol) of dry potassium carbonate. At the same time a suspension of 10 g (0.040 mol) of 1-o-tolyl-piperazine dihydrochloride was treated with 15 g (0.11 mol) of dry potassium carbonate in 60 ml of dimethylformamide. After stirring at room temperature for 1/2 hr both solutions were combined and stirred for a further 4 hours. The reaction mixture wa... Starting materials: CC(C(=O)C1=CC=C(C=C1)F)(C)N1CCOCC1 (2-methyl-1-[4-fluorophenyl]-2-morpholinopropan-1-one), N1CCNCC1 (piperazine), C1(=CC=CC=C1)C (toluene). The reagents and catalysts are [Cu]I (copper (I) iodide). Solvent: ClCCl (dichloromethane). Yields the product CC(C(=O)C1=CC=C(C=C1)N1CCNCC1)(C)N1CCOCC1 (2-methyl-1-[4-piperazinophenyl]-2-morpholino propan-1-one). Reaction SMILES: [CH3:1][C:2]([N:13]1[CH2:18][CH2:17][O:16][CH2:15][CH2:14]1)([CH3:12])[C:3]([C:5]1[CH:10]=[CH:9][C:8](F)=[CH:7][CH:6]=1)=[O:4].[NH:19]1[CH2:24][CH2:23][NH:22][CH2:21][CH2:20]1.C1(C)C=CC=CC=1>ClCCl.[Cu]I>[CH3:1][C:2]([N:13]1[CH2:18][CH2:17][O:16][CH2:15][CH2:14]1)([CH3:12])[C:3]([C:5]1[CH:10]=[CH:9][C:8]([N:19]2[CH2:24][CH2:23][NH:22][CH2:21][CH2:20]2)=[CH:7][CH:6]=1)=[O:4]. Reported procedure: 4.2 g of 2-methyl-1-[4-fluorophenyl]-2-morpholinopropan-1-one (0.0167 moles), 5.75 g of piperazine (0.0669 moles), 0.063 g of copper (I) iodide and 15 ml of toluene were mixed in a three necked flask equipped with a stirrer, nitrogen inlet, condenser, nitrogen outlet and a temperature probe. The mixture was heated to reflux for a total of 24 hours under a constant flow of nitrogen gas. The mixture was then cooled to room temperature, after which it was dissolved in 75 ml of dichloromethane. The ... Reactants: C(C=C)N1C[C@H](N(C[C@@H]1C)[C@@H](C1=CC(=CC=C1)O[Si](C)(C)C(C)(C)C)C1=CC=C(C(=O)N[C@@H](CC2=CC=CC=C2)C(=O)N[C@@H](CC(C)C)C(=O)OC(C)(C)C)C=C1)C (tert-butyl N-(4-((αR*)-α-((2R*,5S*)-4-allyl-2,5-dimethyl-1-piperazinyl)-3-((tert-butyldimethylsilyl)oxy)benzyl)benzoyl)-L-phenylalanyl-L-leucinate), O.[F-].C(C)[N+](CC)(CC)CC (tetraethylammonium fluoride hydrate). Run in C(C)#N (acetonitrile). Product: C(C=C)N1C[C@H](N(C[C@@H]1C)[C@@H](C1=CC(=CC=C1)O)C1=CC=C(C(=O)N[C@@H](CC2=CC=CC=C2)C(=O)N[C@@H](CC(C)C)C(=O)OC(C)(C)C)C=C1)C (tert-butyl N-(4-((αR*)-α-((2R*,5S*)-4-allyl-2,5-dimethyl-1-piperazinyl)-3-hydroxybenzyl)benzoyl)-L-phenylalanyl-L-leucinate). Yield: 58.0%. As a reaction SMILES: [CH2:1]([N:4]1[C@@H:9]([CH3:10])[CH2:8][N:7]([C@H:11]([C:26]2[CH:57]=[CH:56][C:29]([C:30]([NH:32][C@H:33]([C:41]([NH:43][C@H:44]([C:49]([O:51][C:52]([CH3:55])([CH3:54])[CH3:53])=[O:50])[CH2:45][CH:46]([CH3:48])[CH3:47])=[O:42])[CH2:34][C:35]3[CH:40]=[CH:39][CH:38]=[CH:37][CH:36]=3)=[O:31])=[CH:28][CH:27]=2)[C:12]2[CH:17]=[CH:16][CH:15]=[C:14]([O:18][Si](C(C)(C)C)(C)C)[CH:13]=2)[C@H:6]([CH3:58])[CH2:5]1)[CH:2]=[CH2:3].O.[F-].C([N+](CC)(CC)CC)C>C(#N)C>[CH2:1]([N:4]1[C@@H:9]([CH3:10])[CH2:8][N:7]([C@H:11]([C:26]2[CH:57]=[CH:56][C:29]([C:30]([NH:32][C@H:33]([C:41]([NH:43][C@H:44]([C:49]([O:51][C:52]([CH3:53])([CH3:55])[CH3:54])=[O:50])[CH2:45][CH:46]([CH3:48])[CH3:47])=[O:42])[CH2:34][C:35]3[CH:40]=[CH:39][CH:38]=[CH:37][CH:36]=3)=[O:31])=[CH:28][CH:27]=2)[C:12]2[CH:17]=[CH:16][CH:15]=[C:14]([OH:18])[CH:13]=2)[C@H:6]([CH3:58])[CH2:5]1)[CH:2]=[CH2:3] |f:1.2.3|. Reported procedure: A portion of the benzhydrylpiperazine from above (0.36 g, 0.44 mmol) was stirred with tetraethylammonium fluoride hydrate (0.12 g, 0.67 mmol) in 10 mL of acetonitrile for 1 hr. The solvent was removed and the residue purified by chromatography on silica gel with dichloromethane:ethanol to give 0.180 g (58%) of tert-butyl N-(4-((αR*)-α-((2R*,5S*)-4-allyl-2,5-dimethyl-1-piperazinyl)-3-hydroxybenzyl)benzoyl)-L-phenylalanyl-L-leucinate as a white solid. The reactants are C(C(=C)C)(=O)OC1(C2CC3CC(CC1C3)C2)CC (2-ethyl-2-adamantyl methacrylate), C(C)(=O)OC1=CC=C(C=C)C=C1 (p-acetoxystyrene). The solvent is CO (methanol). The product is C(C(=C)C)(=O)OC1(C2CC3CC(CC1C3)C2)CC.C(C)(=O)OC1=CC=C(C=C)C=C1 (2-ethyl-2-adamantyl methacrylate p-acetoxystyrene). RXN SMILES: [C:1]([O:6][C:7]1([CH2:17][CH3:18])[CH:14]2[CH2:15][CH:10]3[CH2:11][CH:12]([CH2:16][CH:8]1[CH2:9]3)[CH2:13]2)(=[O:5])[C:2]([CH3:4])=[CH2:3].[C:19]([O:22][C:23]1[CH:30]=[CH:29][C:26]([CH:27]=[CH2:28])=[CH:25][CH:24]=1)(=[O:21])[CH3:20]>CO>[C:1]([O:6][C:7]1([CH2:17][CH3:18])[CH:8]2[CH2:16][CH:12]3[CH2:11][CH:10]([CH2:15][CH:14]1[CH2:13]3)[CH2:9]2)(=[O:5])[C:2]([CH3:4])=[CH2:3].[C:19]([O:22][C:23]1[CH:30]=[CH:29][C:26]([CH:27]=[CH2:28])=[CH:25][CH:24]=1)(=[O:21])[CH3:20] |f:3.4|. Reported procedure: The weight of the resulted copolymer of 2-ethyl-2-adamantyl methacrylate and p-acetoxystyrene was 250 g (weight of wet cake containing methanol).